Dataset: the Open Reaction Database (ORD), a public repository of structured organic reaction records. Task: describe an organic reaction: reactants, conditions, products, and yield The reactants are COC1=CC=C(C=C1C1=CC=CC=C1)NCCCC(=O)OCC (ethyl 4-(6-methoxybiphenyl-3-yl)aminobutyrate), ClC=1C=CC(=C(C(=O)Cl)C1)OC (5-chloro-2-methoxybenzoyl chloride). Yields the product ClC=1C=CC(=C(C(=O)N(C=2C=C(C(=CC2)OC)C2=CC=CC=C2)CCCC(=O)O)C1)OC (4-[5-chloro-2-methoxy-N-(6-methoxybiphenyl-3-yl)benzamido]-butyric acid). Yield: 70.0%. As a reaction SMILES: [CH3:1][O:2][C:3]1[C:8]([C:9]2[CH:14]=[CH:13][CH:12]=[CH:11][CH:10]=2)=[CH:7][C:6]([NH:15][CH2:16][CH2:17][CH2:18][C:19]([O:21]CC)=[O:20])=[CH:5][CH:4]=1.[Cl:24][C:25]1[CH:26]=[CH:27][C:28]([O:34][CH3:35])=[C:29]([CH:33]=1)[C:30](Cl)=[O:31]>>[Cl:24][C:25]1[CH:26]=[CH:27][C:28]([O:34][CH3:35])=[C:29]([CH:33]=1)[C:30]([N:15]([CH2:16][CH2:17][CH2:18][C:19]([OH:21])=[O:20])[C:6]1[CH:7]=[C:8]([C:9]2[CH:10]=[CH:11][CH:12]=[CH:13][CH:14]=2)[C:3]([O:2][CH3:1])=[CH:4][CH:5]=1)=[O:31]. Procedure: Analogously to Example 59, reacting 7.0 g of ethyl 4-(6-methoxybiphenyl-3-yl)aminobutyrate with 4.6 g of 5-chloro-2-methoxybenzoyl chloride, followed by saponification of the intermediate product, yields 7.1 g (70.1% of theory) of 4-[5-chloro-2-methoxy-N-(6-methoxybiphenyl-3-yl)benzamido]-butyric acid, MP 155° to 156°.